Dataset: the Open Reaction Database (ORD), a public repository of structured organic reaction records. Task: describe an organic reaction: reactants, conditions, products, and yield Reactants: NC1=C(C=C(C=C1)N)C=1SC(=C(N1)C)C (1,4-diamino-2-(4,5-dimethylthiazol-2-yl)benzene), NC1=C(C=C(C=C1)N)C=1SC=C(N1)C1=CC=CC=C1 (1,4-diamino-2-(4-phenylthiazol-2-yl)benzene), NC1=C(C=C(C=C1)N)C=1SC=C(N1)C (1,4-diamino-2-(4-methylthiazol-2-yl)benzene). Product: NC1=C(C=C(C=C1)N)C=1SC=CN1 (1,4-diamino-2-(thiazol-2-yl)benzene). As a reaction SMILES: [NH2:1][C:2]1[CH:7]=[CH:6][C:5]([NH2:8])=[CH:4][C:3]=1[C:9]1[S:10][C:11](C)=[C:12](C)[N:13]=1.NC1C=CC(N)=CC=1C1SC=C(C2C=CC=CC=2)N=1.NC1C=CC(N)=CC=1C1SC=C(C)N=1>>[NH2:1][C:2]1[CH:7]=[CH:6][C:5]([NH2:8])=[CH:4][C:3]=1[C:9]1[S:10][CH:11]=[CH:12][N:13]=1. Procedure details: 1,4-diamino-2-(4,5-dimethylthiazol-2-yl)benzene; 1,4-diamino-2-(4-phenylthiazol-2-yl)benzene and 1,4-diamino-2-(4-methylthiazol-2-yl)benzene. The reactants are COC=1C=C(C=CC1OC)CC[N+](=O)[O-] (2-(3',4'-dimethoxyphenyl)-1-nitroethane), 96.0, ICCC(CCC1=CC=C(C=C1)F)=O (1-iodo-5-(4'-fluorophenyl)-3-pentanone), crude material. Solvent: O1CCCC1 (tetrahydrofuran), O1CCCC1 (tetrahydrofuran). Reaction conditions: time 10 minute. Yields the product COC=1C=C(C=CC1OC)CC(CCC(CCC1=CC=C(C=C1)F)=O)[N+](=O)[O-] (1-(3',4'-Dimethoxyphenyl)-7-(4'-fluorophenyl)-2-nitro-5-heptanone). As a reaction SMILES: [CH3:1][O:2][C:3]1[CH:4]=[C:5]([CH2:11][CH2:12][N+:13]([O-:15])=[O:14])[CH:6]=[CH:7][C:8]=1[O:9][CH3:10].I[CH2:17][CH2:18][C:19](=[O:29])[CH2:20][CH2:21][C:22]1[CH:27]=[CH:26][C:25]([F:28])=[CH:24][CH:23]=1>O1CCCC1>[CH3:1][O:2][C:3]1[CH:4]=[C:5]([CH2:11][CH:12]([N+:13]([O-:15])=[O:14])[CH2:17][CH2:18][C:19](=[O:29])[CH2:20][CH2:21][C:22]2[CH:23]=[CH:24][C:25]([F:28])=[CH:26][CH:27]=2)[CH:6]=[CH:7][C:8]=1[O:9][CH3:10]. Procedure: To a solution of 48.5 g (0.23 mole) of 2-(3',4'-dimethoxyphenyl)-1-nitroethane in 400 ml of dry tetrahydrofuran was added 96.0 (0.23 mole) of 40% Triton B. The solution was stirred at room temperature for 10 minutes. 66.7 g (0.23 mole) of 1-iodo-5-(4'-fluorophenyl)-3-pentanone in a minimum amount of dry tetrahydrofuran was added dropwise. The mixture was heated at 50° C. for 3 hours, then allowed to stir at room temperature overnight. Solvent was removed in vacuo and the residue taken up in ethe... Reactants: CN1CC2=C(C=CC(C2CC1)Br)[N+](=O)[O-] (N-methyl-5-bromo-8-nitrotetrahydroisoquinoline), C1CCOC1 (THF). Run at time 3 hour. Yields the product BrC1=C2CCN(CC2=C(C=C1)NC(C)=O)C (N-(5-bromo-1,2,3,4-tetrahydro-2-methyl-8-isoquinolinyl)acetamide). Isolated yield 80.0%. As a reaction SMILES: [CH3:1][N:2]1[CH2:11][CH2:10][CH:9]2[C:4](=[C:5]([N+:13]([O-])=O)[CH:6]=[CH:7][CH:8]2[Br:12])[CH2:3]1.C1C[O:19][CH2:18][CH2:17]1>>[Br:12][C:8]1[CH:7]=[CH:6][C:5]([NH:13][C:18](=[O:19])[CH3:17])=[C:4]2[C:9]=1[CH2:10][CH2:11][N:2]([CH3:1])[CH2:3]2. Procedure: A solution of the product of Example 30 (6 g, 22.1 mmol) was dissolved in 100 mL THF. Raney nickel washed with acetone (2×5 mL) and THF (3×5 mL) was added and the reaction vessel purged with hydrogen. The reaction was stirred for 3 hours and freshly rinsed catalyst added. After 90 minutes, the reaction was complete. The catalyst was removed by filtration, washed with THF, and the filtrate evaporated. The residue was dissolved in 100 mL acetic anhydride and stirred for 72 hours. Excess acetic anh... Reactants: CC1=NC(=NC(=C1)C)NC(=O)NS(=O)(=O)C1=C(C=CC=C1)OCC1=CC=CC=C1 (N-[(4,6-dimethylpyrimidin-2-yl)aminocarbonyl]-2-(benzyloxy)benzenesulfonamide), C(C1=CC=CC=C1)OCC1=CC=CC=C1 (benzyl ether). Run in CC(=O)C (acetone), FC(C(=O)O)(F)F (trifluoroacetic acid). Product: CC1=NC(=NC(=C1)C)NC(=O)NS(=O)(=O)C1=C(C=CC=C1)O (N-[(4,6-dimethylpyrimidin-2-yl)aminocarbonyl]-2-hydroxybenzenesulfonamide). Reaction SMILES: [CH3:1][C:2]1[CH:7]=[C:6]([CH3:8])[N:5]=[C:4]([NH:9][C:10]([NH:12][S:13]([C:16]2[CH:21]=[CH:20][CH:19]=[CH:18][C:17]=2[O:22]CC2C=CC=CC=2)(=[O:15])=[O:14])=[O:11])[N:3]=1.C(OCC1C=CC=CC=1)C1C=CC=CC=1>FC(F)(F)C(O)=O.CC(C)=O>[CH3:1][C:2]1[CH:7]=[C:6]([CH3:8])[N:5]=[C:4]([NH:9][C:10]([NH:12][S:13]([C:16]2[CH:21]=[CH:20][CH:19]=[CH:18][C:17]=2[OH:22])(=[O:15])=[O:14])=[O:11])[N:3]=1. Procedure: A stirred solution of 0.5 g of N-[(4,6-dimethylpyrimidin-2-yl)aminocarbonyl]-2-(benzyloxy)benzenesulfonamide (from b, above) in 20 ml of trifluoroacetic acid was boiled under reflux for 1.5 hours. The proton magnetic resonance spectrum indicated complete cleavage of the benzyl ether. The trifluoroacetic acid was evaporated in vacuum and the oily residue stirred with water and diethyl ether, providing white solid. The solid was dissolved in acetone and reprecipitated by dilution of the solution w... The reactants are CN(C=O)C (N,N-Dimethylformamide), ClCCCOC1=C(C=C2C(=CC=NC2=C1)OC=1C(=NC2=CC=CC=C2C1)C)OC (7-(3-chloro-propoxy)-6-methoxy-4-(2-methyl-quinolin-3-yloxy)-quinoline), ClCCCOC1=C(C=C2C(=CC=NC2=C1)OC=1C(=NC2=CC=CC=C2C1)C)OC (7-(3-chloro-propoxy)-6-methoxy-4-(2-methyl-quinolin-3-yloxy)-quinoline), C([O-])([O-])=O.[K+].[K+] (potassium carbonate), N1CCOCC1 (morpholine). The solvent is O (water). Reaction conditions: temperature 80 celsius, time 3 day. Product: COC=1C=C2C(=CC=NC2=CC1OCCCN1CCOCC1)OC=1C(=NC2=CC=CC=C2C1)C (6-Methoxy-4-(2-methyl-quinolin-3-yloxy)-7-(3-morpholin-4-yl-propoxy)-quinoline). The yield is 53.0%. As a reaction SMILES: CN(C)C=O.Cl[CH2:7][CH2:8][CH2:9][O:10][C:11]1[CH:20]=[C:19]2[C:14]([C:15]([O:21][C:22]3[C:23]([CH3:32])=[N:24][C:25]4[C:30]([CH:31]=3)=[CH:29][CH:28]=[CH:27][CH:26]=4)=[CH:16][CH:17]=[N:18]2)=[CH:13][C:12]=1[O:33][CH3:34].C(=O)([O-])[O-].[K+].[K+].[NH:41]1[CH2:46][CH2:45][O:44][CH2:43][CH2:42]1>O>[CH3:34][O:33][C:12]1[CH:13]=[C:14]2[C:19](=[CH:20][C:11]=1[O:10][CH2:9][CH2:8][CH2:7][N:41]1[CH2:46][CH2:45][O:44][CH2:43][CH2:42]1)[N:18]=[CH:17][CH:16]=[C:15]2[O:21][C:22]1[C:23]([CH3:32])=[N:24][C:25]2[C:30]([CH:31]=1)=[CH:29][CH:28]=[CH:27][CH:26]=2 |f:2.3.4|. Procedure details: N,N-Dimethylformamide (1.5 ml) was added to 7-(3-chloro-propoxy)-6-methoxy-4-(2-methyl-quinolin-3-yloxy)-quinoline (compound 375) (52 mg), potassium carbonate (53 mg), and morpholine (33 mg), and the mixture was stirred at 80° C. for 3 days. The reaction solution was cooled to room temperature, water was added to the reaction solution, and the mixture was extracted with chloroform. The chloroform layer was washed with water and was then dried over anhydrous sodium sulfate. The solvent was remove... RXN SMILES: [C:39](=[O:40])([O-:41])[O-:42].[CH3:26][C:27]12[C:28]([B:36]([OH:37])[OH:38])=[CH:29][CH:30]([CH2:31][CH2:32]1)[C:33]2([CH3:34])[CH3:35].[F:1][c:2]1[c:3](-[c:10]2[c:11]([I:20])[cH:12][c:13]([C:16](=[O:17])[O:18][CH3:19])[cH:14][cH:15]2)[cH:4][c:5]([O:8][CH3:9])[cH:6][cH:7]1.[K+:43].[K+:44].[O:21]=[CH:22][N:23]([CH3:24])[CH3:25].[cH:45]1[cH:46][cH:47][c:48]([P:49]([Pd:50]([P:51]([c:52]2[cH:53][cH:54][cH:55][cH:56][cH:57]2)([c:58]2[cH:59][cH:60][cH:61][cH:62][cH:63]2)[c:64]2[cH:65][cH:66][cH:67][cH:68][cH:69]2)([P:70]([c:71]2[cH:72][cH:73][cH:74][cH:75][cH:76]2)([c:77]2[cH:78][cH:79][cH:80][cH:81][cH:82]2)[c:83]2[cH:84][cH:85][cH:86][cH:87][cH:88]2)[P:89]([c:90]2[cH:91][cH:92][cH:93][cH:94][cH:95]2)([c:96]2[cH:97][cH:98][cH:99][cH:100][cH:101]2)[c:102]2[cH:103][cH:104][cH:105][cH:106][cH:107]2)([c:108]2[cH:109][cH:110][cH:111][cH:112][cH:113]2)[c:114]2[cH:115][cH:116][cH:117][cH:118][cH:119]2)[cH:120][cH:121]1>>[F:1][c:2]1[c:3](-[c:10]2[c:11]([C:28]3=[CH:29][CH:30]4[CH2:31][CH2:32][C:27]3([CH3:26])[C:33]4([CH3:34])[CH3:35])[cH:12][c:13]([C:16](=[O:17])[O:18][CH3:19])[cH:14][cH:15]2)[cH:4][c:5]([O:8][CH3:9])[cH:6][cH:7]1. The reactants are O=C([O-])[O-], CC12CCC(C=C1B(O)O)C2(C)C, COC(=O)c1ccc(-c2cc(OC)ccc2F)c(I)c1, [K+], [K+], CN(C)C=O, c1ccc(P(c2ccccc2)(c2ccccc2)[Pd](P(c2ccccc2)(c2ccccc2)c2ccccc2)(P(c2ccccc2)(c2ccccc2)c2ccccc2)P(c2ccccc2)(c2ccccc2)c2ccccc2)cc1. Product: COC(=O)c1ccc(-c2cc(OC)ccc2F)c(C2=CC3CCC2(C)C3(C)C)c1. Reactants: B, C1CCOC1, CO, C1CCOC1, O=C(O)c1cc(Oc2ccccc2)ccc1C(F)(F)F. Product: OCc1cc(Oc2ccccc2)ccc1C(F)(F)F. As a reaction SMILES: [BH3:26].[CH2:29]1[O:30][CH2:31][CH2:32][CH2:33]1.[CH3:27][OH:28].[O:21]1[CH2:22][CH2:23][CH2:24][CH2:25]1.[c:1]1([O:7][c:8]2[cH:9][cH:10][c:11]([C:17]([F:18])([F:19])[F:20])[c:12]([C:13](=[O:14])[OH:15])[cH:16]2)[cH:2][cH:3][cH:4][cH:5][cH:6]1>>[c:1]1([O:7][c:8]2[cH:9][cH:10][c:11]([C:17]([F:18])([F:19])[F:20])[c:12]([CH2:13][OH:14])[cH:16]2)[cH:2][cH:3][cH:4][cH:5][cH:6]1. The reactants are solution, B1C2CCCC1CCC2 (9-BBN), C(C)(C)(C)OC(NC1(CCC(CC1)OC=1C=C2C=CN=C(C2=CC1Cl)OCC1=CC=CC=C1)CC=C)=O ([1-Allyl-4-(1-benzyloxy-7-chloro-isoquinolin-6-yloxy)-cyclohexyl]-carbamic acid tert-butyl ester), [OH-].[Na+] (sodium hydroxide), OO (hydrogen peroxide). Run in C1CCOC1 (THF), C1CCOC1 (THF). Run at time 5 hour. Product: C(C)(C)(C)OC(NC1(CCC(CC1)OC=1C=C2C=CN=C(C2=CC1Cl)OCC1=CC=CC=C1)CCCO)=O ([4-(1-Benzyloxy-7-chloro-isoquinolin-6-yloxy)-1-(3-hydroxy-propyl)-cyclohexyl]-carbamic acid tert-butyl ester). Reaction SMILES: B1C2CCCC1CCC2.[C:10]([O:14][C:15](=[O:46])[NH:16][C:17]1([CH2:43][CH:44]=[CH2:45])[CH2:22][CH2:21][CH:20]([O:23][C:24]2[CH:25]=[C:26]3[C:31](=[CH:32][C:33]=2[Cl:34])[C:30]([O:35][CH2:36][C:37]2[CH:42]=[CH:41][CH:40]=[CH:39][CH:38]=2)=[N:29][CH:28]=[CH:27]3)[CH2:19][CH2:18]1)([CH3:13])([CH3:12])[CH3:11].[OH-:47].[Na+].OO>C1COCC1>[C:10]([O:14][C:15](=[O:46])[NH:16][C:17]1([CH2:43][CH2:44][CH2:45][OH:47])[CH2:22][CH2:21][CH:20]([O:23][C:24]2[CH:25]=[C:26]3[C:31](=[CH:32][C:33]=2[Cl:34])[C:30]([O:35][CH2:36][C:37]2[CH:42]=[CH:41][CH:40]=[CH:39][CH:38]=2)=[N:29][CH:28]=[CH:27]3)[CH2:19][CH2:18]1)([CH3:13])([CH3:12])[CH3:11] |f:2.3|. Procedure: 2.87 mL (1.43 mmol) of a 0.5M solution of 9-BBN in THF were added to a solution of 250 mg (0.48 mmol) of [1-allyl-4-(1-benzyloxy-7-chloro-isoquinolin-6-yloxy)-cyclohexyl]-carbamic acid tert-butyl ester (52) in 5 mL THF at 0° C. The reaction mixture was allowed to warm to room temperature over night, before being cooled to 0° C. Then, 5 mL of 3M aqueous sodium hydroxide and 5 mL of 30% aqueous hydrogen peroxide were added slowly, and the mixture was stirred for 5 h. The mixture was extracted twic... The reactants are CC(C)(C)OC(=O)NCC(=O)O, CNOC, CCN=C=NCCCN(C)C, ClCCl, Cl, On1nnc2ccccc21. The product is CON(C)C(=O)CNC(=O)OC(C)(C)C. As a reaction SMILES: [C:1]([CH3:2])([CH3:3])([CH3:4])[O:5][C:6](=[O:7])[NH:8][CH2:9][C:10](=[O:11])[OH:12].[CH3:14][NH:15][O:16][CH3:17].[CH3:18][CH2:19][N:20]=[C:21]=[N:22][CH2:23][CH2:24][CH2:25][N:26]([CH3:27])[CH3:28].[Cl:39][CH2:40][Cl:41].[ClH:13].[OH:29][n:30]1[c:31]2[c:32]([cH:33][cH:34][cH:35][cH:36]2)[n:37][n:38]1>>[C:1]([CH3:2])([CH3:3])([CH3:4])[O:5][C:6](=[O:7])[NH:8][CH2:9][C:10](=[O:12])[N:15]([CH3:14])[O:16][CH3:17]. The reactants are [Cl-].[NH4+] (ammonium chloride), C[C@@H]1CN(C[C@@H](N1)C)S(=O)(=O)N ((3R,5S)-3,5-dimethylpiperazine-1-sulfonamide), product, C1(CCCCC1)P(C1=C(C=CC=C1)C1=C(C=C(C=C1C(C)C)C(C)C)C(C)C)C1CCCCC1 (2-dicyclohexylphosphino-2′,4′,6′-tri-isopropyl-1,1′-biphenyl), C([O-])([O-])=O.[Cs+].[Cs+] (cesium carbonate), ClC1=NC(=NC(=C1)OC)SCC1=C(C(=CC=C1)F)F (4-chloro-2-[[(2,3-difluorophenyl)methyl]thio]-6-methoxypyrimidine), ClC1=NC(=NC(=C1)OC)SCC1=C(C(=CC=C1)F)F (4-Chloro-2-[[(2,3-difluorophenyl)methyl]thio]-6-methoxypyrimidine). The reagents and catalysts are C=1C=CC(=CC1)/C=C/C(=O)/C=C/C2=CC=CC=C2.C=1C=CC(=CC1)/C=C/C(=O)/C=C/C2=CC=CC=C2.C=1C=CC(=CC1)/C=C/C(=O)/C=C/C2=CC=CC=C2.[Pd].[Pd] (tris(dibenzylideneacetone)-dipalladium (0)). Solvent: CCOC(=O)C (EtOAc), O (H2O), O1CCOCC1 (dioxane). Conditions: temperature 100 celsius. The product is FC1=C(CSC2=NC(=CC(=N2)NS(=O)(=O)N2C[C@H](N[C@H](C2)C)C)OC)C=CC=C1F ((3R,5S)—N-{2-[(2,3-Difluorobenzyl)thio]-6-methoxypyrimidin-4-yl}-3,5-dimethylpiperazine-1-sulfonamide). Reaction SMILES: [CH3:1][C@H:2]1[NH:7][C@@H:6]([CH3:8])[CH2:5][N:4]([S:9]([NH2:12])(=[O:11])=[O:10])[CH2:3]1.C1(P(C2CCCCC2)C2C=CC=CC=2C2C(C(C)C)=CC(C(C)C)=CC=2C(C)C)CCCCC1.C(=O)([O-])[O-].[Cs+].[Cs+].Cl[C:54]1[CH:59]=[C:58]([O:60][CH3:61])[N:57]=[C:56]([S:62][CH2:63][C:64]2[CH:69]=[CH:68][CH:67]=[C:66]([F:70])[C:65]=2[F:71])[N:55]=1.[Cl-].[NH4+]>O1CCOCC1.C1C=CC(/C=C/C(/C=C/C2C=CC=CC=2)=O)=CC=1.C1C=CC(/C=C/C(/C=C/C2C=CC=CC=2)=O)=CC=1.C1C=CC(/C=C/C(/C=C/C2C=CC=CC=2)=O)=CC=1.[Pd].[Pd].O.CCOC(C)=O>[F:71][C:65]1[C:66]([F:70])=[CH:67][CH:68]=[CH:69][C:64]=1[CH2:63][S:62][C:56]1[N:55]=[C:54]([NH:12][S:9]([N:4]2[CH2:3][C@H:2]([CH3:1])[NH:7][C@H:6]([CH3:8])[CH2:5]2)(=[O:10])=[O:11])[CH:59]=[C:58]([O:60][CH3:61])[N:57]=1 |f:2.3.4,6.7,9.10.11.12.13|. Procedure details: A mixture of (3R,5S)-3,5-dimethylpiperazine-1-sulfonamide (the product of example 72, 0.26 g), tris(dibenzylideneacetone)-dipalladium (0) (61 mg), 2-dicyclohexylphosphino-2′,4′,6′-tri-isopropyl-1,1′-biphenyl (XPHOS) (32 mg), cesium carbonate (0.32 g) and 4-chloro-2-[[(2,3-difluorophenyl)methyl]thio]-6-methoxypyrimidine (the product of example 35 step i, 0.20 g) in anhydrous dioxane (8 ml) was heated at reflux in a microwave at 100° C., 300 W, open vessel with cooling for 15 min. Saturated aqueou...